From a dataset of the Open Reaction Database (ORD), a public repository of structured organic reaction records. describe an organic reaction: reactants, conditions, products, and yield The reactants are BrC=1C(=NC=C(C(=O)NC2=CC=C(C=C2)OC(F)(F)F)C1)N1C[C@@H](CC1)CO ((R)-5-bromo-6-(3-(hydroxymethyl)pyrrolidin-1-yl)-N-(4-(trifluoromethoxy)phenyl)nicotinamide), CC1=CC=C(C=N1)B(O)O ((6-methylpyridin-3-yl)boronic acid). The product is OC[C@H]1CN(CC1)C1=NC=C(C=C1C=1C=NC(=CC1)C)C(=O)NC1=CC=C(C=C1)OC(F)(F)F ((R)-2-(3-(hydroxymethyl)pyrrolidin-1-yl)-6′-methyl-N-(4-(trifluoromethoxy)phenyl)-[3,3′-bipyridine]-5-carboxamide). Reaction SMILES: Br[C:2]1[C:3]([N:22]2[CH2:26][CH2:25][C@@H:24]([CH2:27][OH:28])[CH2:23]2)=[N:4][CH:5]=[C:6]([CH:21]=1)[C:7]([NH:9][C:10]1[CH:15]=[CH:14][C:13]([O:16][C:17]([F:20])([F:19])[F:18])=[CH:12][CH:11]=1)=[O:8].[CH3:29][C:30]1[N:35]=[CH:34][C:33](B(O)O)=[CH:32][CH:31]=1>>[OH:28][CH2:27][C@@H:24]1[CH2:25][CH2:26][N:22]([C:3]2[C:2]([C:33]3[CH:34]=[N:35][C:30]([CH3:29])=[CH:31][CH:32]=3)=[CH:21][C:6]([C:7]([NH:9][C:10]3[CH:15]=[CH:14][C:13]([O:16][C:17]([F:20])([F:19])[F:18])=[CH:12][CH:11]=3)=[O:8])=[CH:5][N:4]=2)[CH2:23]1. Reported procedure: The title compound was prepared in an analogous fashion to that described in Example 75 using (R)-5-bromo-6-(3-(hydroxymethyl)pyrrolidin-1-yl)-N-(4-(trifluoromethoxy)phenyl)nicotinamide (Stage 75.1) and (6-methylpyridin-3-yl)boronic acid to afford a white solid. UPLC-MS (condition 1) tR=1.81 min, m/z=473.1-474.1 [M+H]+, m/z=472.2-471.2 [M−H]−; 1H-NMR (400 MHz, DMSO-d6) δ ppm 1.52-1.61 (m, 1H) 1.78-1.87 (m, 1H) 2.17-2.26 (m, 1H) 2.53 (s, 3H) 2.99 (dd, J=11.00, 6.85 Hz, 1H) 3.11-3.20 (m, 2H) 3.21-... Reactants: FC1=C(N)C=CC(=C1)F (2,4-difluoroaniline), ClC(=O)OC1=CC=CC=C1 (phenyl chloroformate), secondary amine. Reaction SMILES: [F:1][C:2]1[CH:8]=[C:7]([F:9])[CH:6]=[CH:5][C:3]=1[NH2:4].Cl[C:11]([O:13][C:14]1[CH:19]=[CH:18][CH:17]=[CH:16][CH:15]=1)=[O:12]>C1(C)C=CC=CC=1>[F:1][C:2]1[CH:8]=[C:7]([F:9])[CH:6]=[CH:5][C:3]=1[NH:4][C:11](=[O:12])[O:13][C:14]1[CH:19]=[CH:18][CH:17]=[CH:16][CH:15]=1. Procedure: The intermediate is then reacted with a secondary amine in an aprotic solvent such as toluene at temperatures from room temperature or below up to the boiling point of the solvent. An example of this process is the reaction of 2,4-difluoroaniline with phenyl chloroformate to yield the intermediate phenyl N-(2,4-difluorophenyl)carbamate which is then reacted with N-(4-butylphenyl)-N-(6-hydroxyhexyl)amine to yield 1-(4-n-butylphenyl)-3-(2,4-difluorophenyl)-1-(6-hydroxyhexyl)urea. Yields the product FC1=C(C=CC(=C1)F)NC(OC1=CC=CC=C1)=O (phenyl N-(2,4-difluorophenyl)carbamate). Run in C1(=CC=CC=C1)C (toluene). Starting materials: C(C)(C)(C)OC(NC1CCC(CC1)N)=O ((4-amino-cyclohexyl)-carbamic acid tert-butyl ester), NC1=NC(=NC=C1C(=O)C1=C(C(=CC=C1OC)F)F)S(=O)(=O)CC ((4-amino-2-ethanesulfonyl-pyrimidin-5-yl)-(2,3-difluoro-6-methoxy-phenyl)-methanone). The product is NC1=NC(=NC=C1C(=O)C1=C(C(=CC=C1OC)F)F)N[C@@H]1CC[C@H](CC1)N (Trans-[4-Amino-2-(4-amino-cyclohexylamino)-pyrimidin-5-yl]-(2,3-difluoro-6-methoxy-phenyl)-methanone). RXN SMILES: C(O[C:6](=O)[NH:7][CH:8]1[CH2:13][CH2:12][CH:11]([NH2:14])[CH2:10][CH2:9]1)(C)(C)C.[NH2:16][C:17]1[C:22]([C:23]([C:25]2[C:30]([O:31][CH3:32])=[CH:29][CH:28]=[C:27]([F:33])[C:26]=2[F:34])=[O:24])=[CH:21][N:20]=C(S(CC)(=O)=O)[N:18]=1>>[NH2:18][C:17]1[C:22]([C:23]([C:25]2[C:30]([O:31][CH3:32])=[CH:29][CH:28]=[C:27]([F:33])[C:26]=2[F:34])=[O:24])=[CH:21][N:20]=[C:6]([NH:7][C@H:8]2[CH2:9][CH2:10][C@H:11]([NH2:14])[CH2:12][CH2:13]2)[N:16]=1. Reported procedure: The title compound was prepared as in Example 113 and Example 114 using (4-amino-cyclohexyl)-carbamic acid tert-butyl ester (Altech) and (4-amino-2-ethanesulfonyl-pyrimidin-5-yl)-(2,3-difluoro-6-methoxy-phenyl)-methanone Example 103. MS (M+H)+=378. Starting materials: ClCCCC#N (4-chlorobutyronitrile), CCOCC (ether), [Mg] (magnesium), C(CCC)Br (n-butyl bromide), CCOCC (ether), Cl (Hydrochloric acid). Conditions: time 2 hour. The product is Grignard reagent, C(CCC)C(=O)CCCCl (3-chloropropyl butyl ketone). Reaction SMILES: [Mg].[CH2:2](Br)[CH2:3][CH2:4][CH3:5].[Cl:7][CH2:8][CH2:9][CH2:10][C:11]#N.Cl.CC[O:16]CC>>[CH2:2]([C:11]([CH2:10][CH2:9][CH2:8][Cl:7])=[O:16])[CH2:3][CH2:4][CH3:5]. Procedure: A Grignard reagent is prepared from magnesium (1.9 g), n-butyl bromide (11.2 g) and dried ether (80 ml) and a solution of 4-chlorobutyronitrile (7 g) in ether (15 ml) is added dropwise to the reagent with ice-cooling. The mixture is stirred at the same temperature for 2 hours and then at room temperature for additional 2 hours. 10% Hydrochloric acid is slowly added dropwise to the mixture with ice-cooling to decompose the product and to acidify the mixture to pH about 1. After stirring at room t...